From a dataset of the Open Reaction Database (ORD), a public repository of structured organic reaction records. describe an organic reaction: reactants, conditions, products, and yield Reactants: CC12C=CC(C)(CC(O)C1)O2, Cl, Cc1ccc(S(=O)(=O)Cl)cc1, c1ccncc1. Yields the product Cc1ccc(S(=O)(=O)OC2CC3(C)C=CC(C)(C2)O3)cc1. Reaction SMILES: [CH3:12][C:13]12[CH2:14][CH:15]([OH:22])[CH2:16][C:17]([CH3:21])([CH:18]=[CH:19]1)[O:20]2.[ClH:23].[c:1]1([CH3:11])[cH:2][cH:3][c:4]([S:7](=[O:8])(=[O:9])[Cl:10])[cH:5][cH:6]1.[cH:24]1[cH:25][cH:26][n:27][cH:28][cH:29]1>>[c:1]1([CH3:11])[cH:2][cH:3][c:4]([S:7](=[O:8])(=[O:9])[O:22][CH:15]2[CH2:14][C:13]3([CH3:12])[CH:19]=[CH:18][C:17]([CH3:21])([CH2:16]2)[O:20]3)[cH:5][cH:6]1. The reactants are NC=1C=NC=C(C1)Br (3-amino-5-bromopyridine), O1CCC(=CC1)B1OC(C(O1)(C)C)(C)C (2-(3,6-dihydro-2H-pyran-4-yl)-4,4,5,5-tetramethyl-1,3,2-dioxaborolane), C([O-])([O-])=O.[Na+].[Na+] (sodium carbonate). The reagents and catalysts are C=1C=CC(=CC1)[P](C=2C=CC=CC2)(C=3C=CC=CC3)[Pd]([P](C=4C=CC=CC4)(C=5C=CC=CC5)C=6C=CC=CC6)([P](C=7C=CC=CC7)(C=8C=CC=CC8)C=9C=CC=CC9)[P](C=1C=CC=CC1)(C=1C=CC=CC1)C=1C=CC=CC1 (tetrakis(triphenylphosphine)palladium). Solvent: C1(=CC=CC=C1)C (toluene), CCO (EtOH), O (water). Run at temperature 70 celsius, time 19 hour. The product is O1CCC(=CC1)C=1C=C(C=NC1)N (5-(3,6-dihydro-2H-pyran-4-yl)pyridin-3-amine). RXN SMILES: [NH2:1][C:2]1[CH:3]=[N:4][CH:5]=[C:6](Br)[CH:7]=1.[O:9]1[CH2:14][CH:13]=[C:12](B2OC(C)(C)C(C)(C)O2)[CH2:11][CH2:10]1.C(=O)([O-])[O-].[Na+].[Na+]>C1(C)C=CC=CC=1.CCO.O.C1C=CC([P]([Pd]([P](C2C=CC=CC=2)(C2C=CC=CC=2)C2C=CC=CC=2)([P](C2C=CC=CC=2)(C2C=CC=CC=2)C2C=CC=CC=2)[P](C2C=CC=CC=2)(C2C=CC=CC=2)C2C=CC=CC=2)(C2C=CC=CC=2)C2C=CC=CC=2)=CC=1>[O:9]1[CH2:10][CH:11]=[C:12]([C:6]2[CH:7]=[C:2]([NH2:1])[CH:3]=[N:4][CH:5]=2)[CH2:13][CH2:14]1 |f:2.3.4,^1:44,46,65,84|. Procedure: A stirred mixture of 3-amino-5-bromopyridine (0.25 g, 1.4 mmol), 2-(3,6-dihydro-2H-pyran-4-yl)-4,4,5,5-tetramethyl-1,3,2-dioxaborolane (0.33 g, 1.6 mmol), tetrakis(triphenylphosphine)palladium (83.3 mg, 0.072 mmol), and 2.0M sodium carbonate (3.6 mL, 7.2 mmol) in toluene (3.0 mL) and EtOH (1.0 mL) was heated to 70° C. After 19 h, the reaction was cooled to rt then diluted with water. After extraction with EtOAc, the organic extraction was dried over anhydrous sodium sulfate. After filtration and... Starting materials: COC=1C=C(COC2=C(C(C(=O)O)=CC=C2)C(=O)O)C=CC1 (3-(3-methoxy-benzyloxy)-phthalic acid), Cl.NC1C(=O)NC(CC1)=O (alpha-amino-glutarimide hydrochloride). The solvent is N1=CC=CC=C1 (pyridine). Yields the product O=C1NC(CCC1N1C(C2=CC=CC(=C2C1=O)OCC1=CC(=CC=C1)OC)=O)=O (2-(2,6-dioxo-piperidin-3-yl)-4-(3-methoxy-benzyloxy)-isoindole-1,3-dione). Isolated yield 12.2%. As a reaction SMILES: [CH3:1][O:2][C:3]1[CH:4]=[C:5]([CH:20]=[CH:21][CH:22]=1)[CH2:6][O:7][C:8]1[CH:16]=[CH:15][CH:14]=[C:10]([C:11]([OH:13])=O)[C:9]=1[C:17]([OH:19])=O.Cl.[NH2:24][CH:25]1[CH2:31][CH2:30][C:29](=[O:32])[NH:28][C:26]1=[O:27]>N1C=CC=CC=1>[O:27]=[C:26]1[CH:25]([N:24]2[C:17](=[O:19])[C:9]3[C:10](=[CH:14][CH:15]=[CH:16][C:8]=3[O:7][CH2:6][C:5]3[CH:20]=[CH:21][CH:22]=[C:3]([O:2][CH3:1])[CH:4]=3)[C:11]2=[O:13])[CH2:31][CH2:30][C:29](=[O:32])[NH:28]1 |f:1.2|. Procedure: A mixture of 3-(3-methoxy-benzyloxy)-phthalic acid (1.5 g, 5.2 mmol), alpha-amino-glutarimide hydrochloride (0.89 g, 5.4 mmol) in pyridine was refluxed overnight. The mixture was evaporated and the residue was purified by flash column chromatography (methanol/methylene chloride) to give 2-(2,6-dioxo-piperidin-3-yl)-4-(3-methoxy-benzyloxy)-isoindole-1,3-dione as a white solid (0.25 g, 12% yield); HPLC: Waters Symmetry C18, 5 μm, 3.9×150 mm, 1 mL/min, 240 nm, 60/40 CH3CN/0.1% H3PO4, 2.41 min (99.1... Starting materials: CI, CCO, COCc1c(SC#N)ccc(N)c1C. The product is COCc1c(SC)ccc(N)c1C. RXN SMILES: [CH3:15][I:16].[CH3:17][CH2:18][OH:19].[CH3:1][O:2][CH2:3][c:4]1[c:5]([CH3:14])[c:6]([NH2:7])[cH:8][cH:9][c:10]1[S:11][C:12]#[N:13]>>[CH3:1][O:2][CH2:3][c:4]1[c:5]([CH3:14])[c:6]([NH2:7])[cH:8][cH:9][c:10]1[S:11][CH3:12]. Starting materials: C(C1=CC=CC=C1)N (benzylamine), C(OC)(OCC=CC1=CC=CC=C1)=O (methyl cinnamyl carbonate), NC1=CC=CC=C1 (aniline), C(OC)(OCC=CC1=CC=CC=C1)=O (methyl cinnamyl carbonate), (COD)Ir, hexanes 2-propanol. The reagents and catalysts are CC1(C2=CC=CC=C2[N+](=C1/C=C/C3=C(/C(=C\C=C/4\C(C5=CC=CC=C5N4CCCCS(=O)(=O)O)(C)C)/CCC3)OC6=CC=C(C=C6)OCCCCNCC7C(C(C(C(O7)O)N)O)O)CCCCS(=O)(=O)[O-])C (Ir-2), [(COD)IrCl]2. Solvent: C(Cl)(Cl)Cl (CHCl3). Conditions: time 2 hour. Product: C1(=CC=CC=C1)C(C=C)C1(CC=CC=C1)N ((−)-1-(1-Phenyl-2-propenyl)phenylamine). Yield: 81.0%. As a reaction SMILES: C(N)C1C=CC=CC=1.C(=O)(O[CH2:13][CH:14]=[CH:15][C:16]1[CH:21]=[CH:20][CH:19]=[CH:18][CH:17]=1)OC.[NH2:23][C:24]1[CH:29]=[CH:28][CH:27]=[CH:26][CH:25]=1>CC1(C)C(C=CC2CCC/C(=C/C=C3/C(C)(C)C4C(N/3CCCCS(O)(=O)=O)=CC=CC=4)/C=2OC2C=CC(OCCCCNCC3OC(O)C(N)C(O)C3O)=CC=2)=[N+](CCCCS([O-])(=O)=O)C2C1=CC=CC=2.C(Cl)(Cl)Cl>[C:16]1([CH:15]([C:24]2([NH2:23])[CH:29]=[CH:28][CH:27]=[CH:26][CH2:25]2)[CH:14]=[CH2:13])[CH:21]=[CH:20][CH:19]=[CH:18][CH:17]=1. Procedure details: By the procedure for reaction of benzylamine with methyl cinnamyl carbonate, the reaction of aniline (130 mg, 1.40 mmol) and methyl cinnamyl carbonate (188 mg, 0.980 mmol) with [(COD)Ir(κ2-L1)L1] (Ir-2) (13.8 mg, 0.0100 mmol) and [(COD)IrCl]2 (3.4 mg, 0.0050 mmol) as catalyst was conducted at room temperature for 2 h. 1H NMR analysis of the crude reaction mixture indicated that the ratio of regioisomers was greater than 99/1. The mixture was then purified by flash column chromatography on silica... Starting materials: BrC1=NC=C(C=C1)OC (2-Bromo-5-methoxy-pyridine), sodium tert.-butylate, CN1N=C(C=C1)N (1-methyl-1H-pyrazole-3-amine). Reagents/catalysts: Cl[Pd-]([C-]1C(=CC=C1)N(C)C)P(C1C2CCC(C1)C2)C2C1CCC(C2)C1.[CH-]1C=CC=C1.[Fe+2] (Chloro-(di-2-norbornylphosphino)(2-dimethylaminoferrocene-1-yl)palladium (II)). The solvent is O1CCOCC1 (dioxane), O1CCOCC1 (dioxane). Reaction conditions: temperature 80 celsius. Yields the product COC=1C=CC(=NC1)NC1=NN(C=C1)C ((5-Methoxy-pyridine-2-yl)-(1-methyl-1H-pyrazole-3-yl)-amine). Isolated yield 55.0%. As a reaction SMILES: Br[C:2]1[CH:7]=[CH:6][C:5]([O:8][CH3:9])=[CH:4][N:3]=1.[CH3:10][N:11]1[CH:15]=[CH:14][C:13]([NH2:16])=[N:12]1>O1CCOCC1.Cl[Pd-](P(C1CC2CC1CC2)C1CC2CC1CC2)[C-]1C=CC=C1N(C)C.[CH-]1C=CC=C1.[Fe+2]>[CH3:9][O:8][C:5]1[CH:6]=[CH:7][C:2]([NH:16][C:13]2[CH:14]=[CH:15][N:11]([CH3:10])[N:12]=2)=[N:3][CH:4]=1 |f:3.4.5|. Reported procedure: 2-Bromo-5-methoxy-pyridine (0.97 mmol), sodium-tert.-butylate (1.5 eq.), and 1-methyl-1H-pyrazole-3-amine (1.3 eq.) are dissolved in degassed dioxane (2 ml) and heated to 80° C. Chloro-(di-2-norbornylphosphino)(2-dimethylaminoferrocene-1-yl)palladium (II) (5 mg) in degassed dioxane (1 ml) is added and the reaction is heated for 20 hours at 110° C. The reaction is quenched with ethylacetate/methanol (30 ml, 9:1) and filtrated over celite. The solvent of the filtrate is removed in vacuo. (5-Methox... The product is C(C)N1C(C(N(CC1)C(=O)NC(C(=O)O)C=1N=NSC1)=O)=O (2-(4-Ethyl-2,3-dioxopiperazin-1-ylcarbonylamino)-2-(1,2,3-thiadiazol-4-yl)acetic acid). Procedure details: The title compound (1.24 g) was prepared from 2-amino-2-(1,2,3-thiadiazol-4-yl)acetic acid hydrochloride [Example 3(a)] (912 mg) and 4-ethyl-2,3-dioxopiperazin-1-ylcarbonyl chloride (953 mg) by the method of Example 1(a). Isolated yield 81.3%. Reactants: Cl.NC(C(=O)O)C=1N=NSC1 (2-amino-2-(1,2,3-thiadiazol-4-yl)acetic acid hydrochloride), C(C)N1C(C(N(CC1)C(=O)Cl)=O)=O (4-ethyl-2,3-dioxopiperazin-1-ylcarbonyl chloride). As a reaction SMILES: Cl.[NH2:2][CH:3]([C:7]1[N:8]=[N:9][S:10][CH:11]=1)[C:4]([OH:6])=[O:5].[CH2:12]([N:14]1[CH2:19][CH2:18][N:17]([C:20](Cl)=[O:21])[C:16](=[O:23])[C:15]1=[O:24])[CH3:13]>>[CH2:12]([N:14]1[CH2:19][CH2:18][N:17]([C:20]([NH:2][CH:3]([C:7]2[N:8]=[N:9][S:10][CH:11]=2)[C:4]([OH:6])=[O:5])=[O:21])[C:16](=[O:23])[C:15]1=[O:24])[CH3:13] |f:0.1|. Reactants: O=C([O-])[O-], CCC(C)=O, ClCc1ccccn1, Cl, [K+], [K+], COC(=O)c1cc(O)cs1. Product: COC(=O)c1cc(OCc2ccccn2)cs1. RXN SMILES: [C:20](=[O:21])([O-:22])[O-:23].[CH3:26][C:27](=[O:28])[CH2:29][CH3:30].[Cl:12][CH2:13][c:14]1[n:15][cH:16][cH:17][cH:18][cH:19]1.[ClH:11].[K+:24].[K+:25].[OH:1][c:2]1[cH:3][c:4]([C:7](=[O:8])[O:9][CH3:10])[s:5][cH:6]1>>[O:1]([c:2]1[cH:3][c:4]([C:7](=[O:8])[O:9][CH3:10])[s:5][cH:6]1)[CH2:13][c:14]1[n:15][cH:16][cH:17][cH:18][cH:19]1.